From a dataset of the Open Reaction Database (ORD), a public repository of structured organic reaction records. describe an organic reaction: reactants, conditions, products, and yield Isolated yield 83.0%. Starting materials: Cl.C(C)OCC (hydrochloric acid diethyl ether), C(CC)OC1=C2C=NNC2=CC=C1O[C@H]1C[C@H](CCC1)N (cis-3-[(4-propoxy-1H-indazol-5-yl)oxy]cyclohexanamine). Reaction SMILES: [ClH:1].C(OCC)C.[CH2:7]([O:10][C:11]1[C:19]([O:20][C@@H:21]2[CH2:26][CH2:25][CH2:24][C@H:23]([NH2:27])[CH2:22]2)=[CH:18][CH:17]=[C:16]2[C:12]=1[CH:13]=[N:14][NH:15]2)[CH2:8][CH3:9]>CO>[ClH:1].[CH2:7]([O:10][C:11]1[C:19]([O:20][C@@H:21]2[CH2:26][CH2:25][CH2:24][C@H:23]([NH2:27])[CH2:22]2)=[CH:18][CH:17]=[C:16]2[C:12]=1[CH:13]=[N:14][NH:15]2)[CH2:8][CH3:9] |f:0.1,4.5|. Yields the product Cl.C(CC)OC1=C2C=NNC2=CC=C1O[C@H]1C[C@H](CCC1)N (cis-3-[(4-propoxy-1H-indazol-5-yl)oxy]cyclohexanamine hydrochloride). Reaction conditions: time 1 hour. Run in CO (methanol). Procedure: Under a nitrogen atmosphere, 1M-hydrochloric acid-diethyl ether (341 μl, 0.341 mmol) was added dropwise to a solution of cis-3-[(4-propoxy-1H-indazol-5-yl)oxy]cyclohexanamine (82.3 mg, 0.284 mmol) in methanol (2 ml) at room temperature. After 1 hour, the mixture thus obtained was concentrated under reduced pressure and the resulting residue was crystallized from ethyl acetate, followed by filtration under reduced pressure, and then drying. The solid thus obtained was washed with hexane by repulp... Starting materials: ClC1=C(C=CC(=C1)Cl)C(=O)N1CC(NCC1)=O (4-[(2,4-Dichlorophenyl)carbonyl]-2-piperazinone), F[B-](F)(F)F.C[O+](C)C (trimethyloxonium tetrafluoroborate), CC1=C(N=CS1)C(=O)NN (5-methyl-1,3-thiazole-4-carbohydrazide). Run in ClCCl (Dichloromethane). Conditions: time 16 hour. The product is ClC1=C(C=CC(=C1)Cl)C(=O)N1CC=2N(CC1)C(=NN2)C=2N=CSC2C (7-[(2,4-dichlorophenyl)carbonyl]-3-(5-methyl-1,3-thiazol-4-yl)-5,6,7,8-tetrahydro[1,2,4]triazolo[4,3-a]pyrazine). As a reaction SMILES: [Cl:1][C:2]1[CH:7]=[C:6]([Cl:8])[CH:5]=[CH:4][C:3]=1[C:9]([N:11]1[CH2:16][CH2:15][NH:14][C:13](=O)[CH2:12]1)=[O:10].F[B-](F)(F)F.C[O+](C)C.[CH3:27][C:28]1[S:32][CH:31]=[N:30][C:29]=1[C:33]([NH:35][NH2:36])=O>ClCCl>[Cl:1][C:2]1[CH:7]=[C:6]([Cl:8])[CH:5]=[CH:4][C:3]=1[C:9]([N:11]1[CH2:16][CH2:15][N:14]2[C:33]([C:29]3[N:30]=[CH:31][S:32][C:28]=3[CH3:27])=[N:35][N:36]=[C:13]2[CH2:12]1)=[O:10] |f:1.2|. Reported procedure: 4-[(2,4-Dichlorophenyl)carbonyl]-2-piperazinone (I6) (0.250 g, 0.915 mmol) was suspended in dry Dichloromethane (DCM) (3 mL) before treating with trimethyloxonium tetrafluoroborate (0.171 g, 1.098 mmol) and stirring for 16 hours at RT, under argon before adding 5-methyl-1,3-thiazole-4-carbohydrazide (I123)(0.216 g, 1.373 mmol) and stirring for a further 3 hours. DCM was removed by evaporation and the residue was dissolved in 1-butanol (3.00 mL) before heating at 110° C. for 19 hours. 3 Å molecul... Reactants: one, C(C)(C)(C)C1=CC=C(C=C1)S(=O)(=O)NC1=C(C(=NC(=N1)C1=NC=CC=N1)OCCO)OC1=C(C=CC=C1)OC (4-tert butyl-N-[4-(2-hydroxyethoxy)-5-(2-methoxyphenoxy)-2-(2-pyrimidinyl)pyrimidin-6-yl]benzenesulphonamide), CS(=O)C (dimethylsulfoxide). Conditions: time 2 day. The product is OCCOC1=NC(=NC(=C1OC1=C(C=CC=C1)OC)NS(=O)(=O)C1=CC=C(C=C1)C(CO)(C)C)C1=NC=CC=N1 (N-[4-(2-hydroxyethoxy)-5-(2-methoxyphenoxy)-2-(2-pyrimidinyl)pyrimidin-6-yl]-4-(2-hydroxy-1,1-dimethylethyl)benzenesulphonamide). As a reaction SMILES: [C:1]([C:5]1[CH:10]=[CH:9][C:8]([S:11]([NH:14][C:15]2[N:20]=[C:19]([C:21]3[N:26]=[CH:25][CH:24]=[CH:23][N:22]=3)[N:18]=[C:17]([O:27][CH2:28][CH2:29][OH:30])[C:16]=2[O:31][C:32]2[CH:37]=[CH:36][CH:35]=[CH:34][C:33]=2[O:38][CH3:39])(=[O:13])=[O:12])=[CH:7][CH:6]=1)([CH3:4])([CH3:3])[CH3:2].CS(C)=[O:42]>>[OH:30][CH2:29][CH2:28][O:27][C:17]1[C:16]([O:31][C:32]2[CH:37]=[CH:36][CH:35]=[CH:34][C:33]=2[O:38][CH3:39])=[C:15]([NH:14][S:11]([C:8]2[CH:7]=[CH:6][C:5]([C:1]([CH3:4])([CH3:2])[CH2:3][OH:42])=[CH:10][CH:9]=2)(=[O:12])=[O:13])[N:20]=[C:19]([C:21]2[N:22]=[CH:23][CH:24]=[CH:25][N:26]=2)[N:18]=1. Procedure details: Streptomyces rimosus subsp. rimosus ATCC10970 maintained on a quarter strength ATCC172 agar slope was inoculated as a loopful of spores into a 300 ml Erlenmeyer flask containing 50 ml of AS-7H inoculum medium. This was allowed to incubate for 2 days at 28° C., 200 rpm on an Infors Multitron™ Shaker with 1″ throw. 2 mls of this inoculum medium was then transferred to one 300 ml Erlenmeyer flask containing 50 ml of AP-5H production medium and incubated under the same conditions for a further 24 ho... Starting materials: COc1cc(C=O)cc(OS(=O)(=O)C(F)(F)F)c1, OB(O)c1ccncc1. Yields the product COc1cc(C=O)cc(-c2ccncc2)c1. Reaction SMILES: [F:10][C:11]([F:12])([F:13])[S:14]([O:15][c:16]1[cH:17][c:18]([CH:24]=[O:25])[cH:19][c:20]([O:22][CH3:23])[cH:21]1)(=[O:26])=[O:27].[n:1]1[cH:2][cH:3][c:4]([B:7]([OH:8])[OH:9])[cH:5][cH:6]1>>[n:1]1[cH:2][cH:3][c:4](-[c:16]2[cH:17][c:18]([CH:24]=[O:25])[cH:19][c:20]([O:22][CH3:23])[cH:21]2)[cH:5][cH:6]1. Starting materials: ClC1=NC=NC(=C1)Cl (4,6-dichloropyrimidine), CC=1C=C(C=C2C=NNC12)N (7-methyl-1H-indazol-5-ylamine), CCN(C(C)C)C(C)C (DIPEA). Run in CN(C)C=O (DMF). Yields the product ClC1=CC(=NC=N1)NC=1C=C2C=NNC2=C(C1)C ((6-chloro-pyrimidin-4-yl)-(7-methyl-1H-indazol-5-yl)-amine). Reaction SMILES: Cl[C:2]1[CH:7]=[C:6]([Cl:8])[N:5]=[CH:4][N:3]=1.[CH3:9][C:10]1[CH:11]=[C:12]([NH2:19])[CH:13]=[C:14]2[C:18]=1[NH:17][N:16]=[CH:15]2.CCN(C(C)C)C(C)C>CN(C=O)C>[Cl:8][C:6]1[N:5]=[CH:4][N:3]=[C:2]([NH:19][C:12]2[CH:13]=[C:14]3[C:18](=[C:10]([CH3:9])[CH:11]=2)[NH:17][N:16]=[CH:15]3)[CH:7]=1. Reported procedure: 500 mg (3.40 mmol) 4,6-dichloropyrimidine, 500 mg (3.40 mmol) 7-methyl-1H-indazol-5-ylamine and 1.30 mL (7.60 mmol) DIPEA were combined in 5.0 mL DMF and refluxed for 5 h. The reaction mixture was cooled to RT and evaporated down i.vac. The residue was taken up in EtOAc and extracted several times with saturated sodium chloride solution. The organic phases were combined, dried on magnesium sulphate, filtered and evaporated down. The residue was stirred with DIPE, suction filtered and dried i. va... Reactants: ClC1=CC(=C(C=C1)[N+](=O)[O-])OC (4-Chloro-2-methoxy-1-nitro-benzene), C(C)(C)(C)OC(=O)N1CCC(=CC1)B1OC(C(O1)(C)C)(C)C (4-(4,4,5,5-tetramethyl-[1,3,2]dioxaborolan-2-yl)-3,6-dihydro-2H-pyridine-1-carboxylic acid tert-butyl ester), solution, C([O-])(O)=O.[K+] (potassium bicarbonate), O (water). The reagents and catalysts are C=1C=CC(=CC1)[P](C=2C=CC=CC2)(C=3C=CC=CC3)[Pd]([P](C=4C=CC=CC4)(C=5C=CC=CC5)C=6C=CC=CC6)([P](C=7C=CC=CC7)(C=8C=CC=CC8)C=9C=CC=CC9)[P](C=1C=CC=CC1)(C=1C=CC=CC1)C=1C=CC=CC1 (tetrakis(triphenylphosphine)palladium(0)). Run in O1CCOCC1 (1,4-dioxane). Conditions: temperature 80 celsius. The product is C(C)(C)(C)OC(=O)N1CCC(=CC1)C1=CC(=C(C=C1)[N+](=O)[O-])OC (4-(3-methoxy-4-nitro-phenyl)-3,6-dihydro-2H-pyridine-1-carboxylic acid tert-butyl ester), EtOAc Hexanes. Yield: 25.0%. RXN SMILES: Cl[C:2]1[CH:7]=[CH:6][C:5]([N+:8]([O-:10])=[O:9])=[C:4]([O:11][CH3:12])[CH:3]=1.[C:13]([O:17][C:18]([N:20]1[CH2:25][CH:24]=[C:23](B2OC(C)(C)C(C)(C)O2)[CH2:22][CH2:21]1)=[O:19])([CH3:16])([CH3:15])[CH3:14].C(=O)(O)[O-].[K+].O>C1C=CC([P]([Pd]([P](C2C=CC=CC=2)(C2C=CC=CC=2)C2C=CC=CC=2)([P](C2C=CC=CC=2)(C2C=CC=CC=2)C2C=CC=CC=2)[P](C2C=CC=CC=2)(C2C=CC=CC=2)C2C=CC=CC=2)(C2C=CC=CC=2)C2C=CC=CC=2)=CC=1.O1CCOCC1>[C:13]([O:17][C:18]([N:20]1[CH2:21][CH:22]=[C:23]([C:2]2[CH:7]=[CH:6][C:5]([N+:8]([O-:10])=[O:9])=[C:4]([O:11][CH3:12])[CH:3]=2)[CH2:24][CH2:25]1)=[O:19])([CH3:16])([CH3:14])[CH3:15] |f:2.3,^1:44,46,65,84|. Procedure details: 4-Chloro-2-methoxy-1-nitro-benzene (1.12 g, 5.96 mmol), 4-(4,4,5,5-tetramethyl-[1,3,2]dioxaborolan-2-yl)-3,6-dihydro-2H-pyridine-1-carboxylic acid tert-butyl ester (1.84 g, 5.95 mmol), tetrakis(triphenylphosphine)palladium(0) (380 mg, 0.33 mmol), a 2 M solution of potassium bicarbonate in water (7.45 mL, 14.9 mmol), and 1,4-dioxane (18 mL) were combined in a sealed tube, and the mixture was stirred and heated at 80° C. overnight. HPLC indicated the complete conversion of the starting material. T... The reactants are [OH-].[NH4+] (ammonium hydroxide), COC=1C=C2CCCNC2=CC1 (6-methoxy-1,2,3,4-tetrahydroquinoline), NC1=NC(=CC(=N1)Cl)C (2-amino-4-chloro-6-methylpyrimidine), S(O)(O)(=O)=O (sulfuric acid). Solvent: O (water). The product is NC1=NC(=CC(=N1)N1CCCC2=CC(=CC=C12)OC)C (2-amino-4-(6-methoxy-3,4,-dihydro-2H-quinolin-1-yl)-6-methylpyrimidine). Isolated yield 49.4%. As a reaction SMILES: [CH3:1][O:2][C:3]1[CH:4]=[C:5]2[C:10](=[CH:11][CH:12]=1)[NH:9][CH2:8][CH2:7][CH2:6]2.[NH2:13][C:14]1[N:19]=[C:18](Cl)[CH:17]=[C:16]([CH3:21])[N:15]=1.S(=O)(=O)(O)O.[OH-].[NH4+]>O>[NH2:13][C:14]1[N:19]=[C:18]([N:9]2[C:10]3[C:5](=[CH:4][C:3]([O:2][CH3:1])=[CH:12][CH:11]=3)[CH2:6][CH2:7][CH2:8]2)[CH:17]=[C:16]([CH3:21])[N:15]=1 |f:3.4|. Procedure: A flask containing 6-methoxy-1,2,3,4-tetrahydroquinoline (1.33 g), 2-amino-4-chloro-6-methylpyrimidine (1.00 g), sulfuric acid (0.6 g), and 100 mL of water was heated on a steam bath for 2 hours. The solution was then cooled to room temperature and treated with ammonium hydroxide until the solution was basic (pH 8-9). The resultant solid, which precipitated from solution, was collected by filtration and recrystallized from ethyl alcohol to give 2-amino-4-(6-methoxy-3,4,-dihydro-2H-quinolin-1-yl)... Yields the product CN1CCC2(CC1)OC(C)(C)c1ccccc12. Reaction SMILES: [OH:1][C:2]([CH3:3])([CH3:4])[c:5]1[c:6]([C:11]2([OH:18])[CH2:12][CH2:13][N:14]([CH3:17])[CH2:15][CH2:16]2)[cH:7][cH:8][cH:9][cH:10]1.[cH:19]1[cH:20][cH:21][cH:22][cH:23][cH:24]1>>[C:2]1([CH3:3])([CH3:4])[c:5]2[c:6]([cH:7][cH:8][cH:9][cH:10]2)[C:11]2([CH2:12][CH2:13][N:14]([CH3:17])[CH2:15][CH2:16]2)[O:18]1. The reactants are CN1CCC(O)(c2ccccc2C(C)(C)O)CC1, c1ccccc1. The reactants are COC(=O)CCC(C)(c1ccc2cc(OC3CCC(C(F)(F)F)CC3)ccc2c1)[N+](=O)[O-], CO, [Li+], C1CCOC1, [OH-], O. Yields the product CC(CCC(=O)O)(c1ccc2cc(OC3CCC(C(F)(F)F)CC3)ccc2c1)[N+](=O)[O-]. Reaction SMILES: [CH3:1][O:2][C:3]([CH2:4][CH2:5][C:6]([CH3:7])([c:8]1[cH:9][c:10]2[cH:11][cH:12][c:13]([O:18][CH:19]3[CH2:20][CH2:21][CH:22]([C:25]([F:26])([F:27])[F:28])[CH2:23][CH2:24]3)[cH:14][c:15]2[cH:16][cH:17]1)[N+:29](=[O:30])[O-:31])=[O:32].[CH3:36][OH:37].[Li+:33].[O:38]1[CH2:39][CH2:40][CH2:41][CH2:42]1.[OH-:34].[OH2:35]>>[O:2]=[C:3]([CH2:4][CH2:5][C:6]([CH3:7])([c:8]1[cH:9][c:10]2[cH:11][cH:12][c:13]([O:18][CH:19]3[CH2:20][CH2:21][CH:22]([C:25]([F:26])([F:27])[F:28])[CH2:23][CH2:24]3)[cH:14][c:15]2[cH:16][cH:17]1)[N+:29](=[O:30])[O-:31])[OH:32].